From a dataset of the Open Reaction Database (ORD), a public repository of structured organic reaction records. describe an organic reaction: reactants, conditions, products, and yield The reactants are CC(=O)O, C1CCOC1, COc1ccc2c(c1)CCN(c1ccc([N+](=O)[O-])cc1)C2Cc1ccc(OCc2ccccc2)cc1, O, O, Cl[Sn]Cl. The product is COc1ccc2c(c1)CCN(c1ccc(N)cc1)C2Cc1ccc(OCc2ccccc2)cc1. RXN SMILES: [C:46]([OH:47])(=[O:48])[CH3:49].[CH2:41]1[O:42][CH2:43][CH2:44][CH2:45]1.[CH3:1][O:2][c:3]1[cH:4][c:5]2[c:10]([cH:11][cH:12]1)[CH:9]([CH2:13][c:14]1[cH:15][cH:16][c:17]([O:20][CH2:21][c:22]3[cH:23][cH:24][cH:25][cH:26][cH:27]3)[cH:18][cH:19]1)[N:8]([c:28]1[cH:29][cH:30][c:31]([N+:34]([O-:35])=[O:36])[cH:32][cH:33]1)[CH2:7][CH2:6]2.[OH2:40].[OH2:50].[Sn:37]([Cl:38])[Cl:39]>>[CH3:1][O:2][c:3]1[cH:4][c:5]2[c:10]([cH:11][cH:12]1)[CH:9]([CH2:13][c:14]1[cH:15][cH:16][c:17]([O:20][CH2:21][c:22]3[cH:23][cH:24][cH:25][cH:26][cH:27]3)[cH:18][cH:19]1)[N:8]([c:28]1[cH:29][cH:30][c:31]([NH2:34])[cH:32][cH:33]1)[CH2:7][CH2:6]2. The reactants are NC1=NC(N(C2=NC=CN=C12)[C@H]1C[C@H](OC(=O)C=2C(=CC=CC2)C)[C@H](O1)COC(=O)C=1C(=CC=CC1)C)=O (4-amino-1-(2-deoxy-3,5-di-O-toluoyl-β-D-ribofuranosyl)-pteridine-2-one), C[O-].[Na+] (sodium methoxide). Solvent: CC(=O)O (AcOH). Conditions: time 24 hour. Yields the product NC1=NC(N(C2=NC=CN=C12)[C@H]1C[C@H](O)[C@H](O1)CO)=O (4-amino-1-(2-deoxy-β-D-ribofuranosyl)-pteridine-2-one). As a reaction SMILES: [NH2:1][C:2]1[C:11]2[C:6](=[N:7][CH:8]=[CH:9][N:10]=2)[N:5]([C@@H:12]2[O:26][C@H:25]([CH2:27][O:28]C(C3C(C)=CC=CC=3)=O)[C@@H:14]([O:15]C(C3C(C)=CC=CC=3)=O)[CH2:13]2)[C:4](=[O:38])[N:3]=1.C[O-].[Na+]>CC(O)=O>[NH2:1][C:2]1[C:11]2[C:6](=[N:7][CH:8]=[CH:9][N:10]=2)[N:5]([C@@H:12]2[O:26][C@H:25]([CH2:27][OH:28])[C@@H:14]([OH:15])[CH2:13]2)[C:4](=[O:38])[N:3]=1 |f:1.2|. Reported procedure: To 0.51 g (1 mmole) of 4-amino-1-(2-deoxy-3,5-di-O-toluoyl-β-D-ribofuranosyl)-pteridine-2-one (31) is added 50 mL of 0.0005N sodium methoxide. The mixture is stirred at room temperature for 24 h. The mixture is then neutralized with AcOH, evaporated to dryness, and twice coevaporated with H2O. The residue is then recrystallized from 50 mL of ethanol to give 32.